From a dataset of the Open Reaction Database (ORD), a public repository of structured organic reaction records. describe an organic reaction: reactants, conditions, products, and yield Starting materials: C=C(C(=O)O)c1ccc2c(c1)Cc1ccccc1-2, C1COCCO1. Product: CC(C(=O)O)c1ccc2c(c1)Cc1ccccc1-2. RXN SMILES: [CH2:1]=[C:2]([C:3](=[O:4])[OH:5])[c:6]1[cH:7][c:8]2[c:16]([cH:17][cH:18]1)-[c:15]1[c:10]([cH:11][cH:12][cH:13][cH:14]1)[CH2:9]2.[O:19]1[CH2:20][CH2:21][O:22][CH2:23][CH2:24]1>>[CH3:1][CH:2]([C:3](=[O:4])[OH:5])[c:6]1[cH:7][c:8]2[c:16]([cH:17][cH:18]1)-[c:15]1[c:10]([cH:11][cH:12][cH:13][cH:14]1)[CH2:9]2. Reactants: FC1=CC(=CC=C1)OCC(C)C (1-Fluoro-3-isobutoxybenzene), [Li]C(C)CC (s-BuLi), CN(C=O)C (N,N-dimethylformamide). The solvent is O1CCCC1 (tetrahydrofuran). Reaction conditions: temperature -20 celsius, time 1 hour. Product: FC1=C(C=O)C(=CC=C1)OCC(C)C (2-Fluoro-6-isobutoxybenzaldehyde). The yield is 61.2%. RXN SMILES: [F:1][C:2]1[CH:7]=[CH:6][CH:5]=[C:4]([O:8][CH2:9][CH:10]([CH3:12])[CH3:11])[CH:3]=1.[Li]C(CC)C.CN(C)[CH:20]=[O:21]>O1CCCC1>[F:1][C:2]1[CH:7]=[CH:6][CH:5]=[C:4]([O:8][CH2:9][CH:10]([CH3:12])[CH3:11])[C:3]=1[CH:20]=[O:21]. Procedure: To a solution of 1-fluoro-3-isobutoxybenzene (1.7 g, 10 mmol, EXAMPLE 16, Step 1) in tetrahydrofuran (15 mL) was added dropwise s-BuLi (0.99 M in cyclohexane, 12 mL, 12 mmol) at −78° C. under nitrogen atmosphere, and the mixture was stirred for 1 h. N,N-dimethylformamide (1.2 mL, 15 mmol) was added to the mixture, and the mixture was warm to −20° C. After being stirred at −20° C. for 1 h, the mixture was quenched with aq. sodium hydrogencarbonate (30 mL). The mixture was extracted with ethyl ace...